Dataset: the Open Reaction Database (ORD), a public repository of structured organic reaction records. Task: describe an organic reaction: reactants, conditions, products, and yield Starting materials: P(=O)(Cl)(Cl)Cl (phosphorus oxychloride), S(=O)(=O)(O)C=1C(C=2N3C=C4C=CC=CC4=C3N=C3C=CC=C(C1)C23)=O (sulphophthaloperinone), S(=O)(=O)(O)C=1C=C(C(C(=O)O)=CC1)C(=O)O (4-sulphophthalic acid), C1=CC2=C(C(=C1)N)C(=CC=C2)N (1,8-naphthylenediamine). The solvent is CN1C(CCC1)=O (N-methylpyrrolidone), C=1(C(=CC=CC1)C)C (xylene). Run at temperature 80 celsius. The product is C1(C=CC2=CC=CC3=NC4=C5C=CC=CC5=CN4C1=C23)=O.S(=O)(=O)(O)Cl (phthaloperinone sulphochloride). Yield: 91.4%. RXN SMILES: [S:1]([C:5]1[C:6](=[O:25])[C:7]2[N:8]3[C:16]([N:17]=[C:18]4[C:24]=2[C:22]([CH:23]=1)=[CH:21][CH:20]=[CH:19]4)=[C:15]1[C:10]([CH:11]=[CH:12][CH:13]=[CH:14]1)=[CH:9]3)([OH:4])(=[O:3])=[O:2].S(C1C=C(C(O)=O)C(=CC=1)C(O)=O)(O)(=O)=O.C1C=C(N)C2C(N)=CC=CC=2C=1.P(Cl)(Cl)([Cl:56])=O>CN1CCCC1=O.C1(C)C(C)=CC=CC=1>[C:6]1(=[O:25])[C:7]2=[C:24]3[C:18](=[N:17][C:16]4[N:8]2[CH:9]=[C:10]2[C:15]=4[CH:14]=[CH:13][CH:12]=[CH:11]2)[CH:19]=[CH:20][CH:21]=[C:22]3[CH:23]=[CH:5]1.[S:1]([Cl:56])([OH:4])(=[O:3])=[O:2] |f:6.7|. Procedure details: 11.5 g of sulphophthaloperinone, prepared from 4-sulphophthalic acid and 1,8-naphthylenediamine in N-methylpyrrolidone, are suspended in 100 ml of xylene. 9.2 g of phosphorus oxychloride are added and the mixture is heated to 80° C for 6 - 7 hours, whilst stirring. 25 - 30 ml of xylene are then distilled off under reduced pressure and after cooling the reaction product which has precipitated is filtered off and the residue is rinsed with petroleum ether. 11.6 g of phthaloperinone-sulphochloride ... Starting materials: CON=C(C#N)c1ccccc1CBr, O=C([O-])[O-], CCOCC, CN(C)C=O, [K+], [K+], Oc1cccc(Cl)c1. Yields the product CON=C(C#N)c1ccccc1COc1cccc(Cl)c1. RXN SMILES: [Br:1][CH2:2][c:3]1[c:4]([C:9]([C:10]#[N:11])=[N:12][O:13][CH3:14])[cH:5][cH:6][cH:7][cH:8]1.[C:23](=[O:24])([O-:25])[O-:26].[CH3:29][CH2:30][O:31][CH2:32][CH3:33].[CH3:34][N:35]([CH3:36])[CH:37]=[O:38].[K+:27].[K+:28].[OH:15][c:16]1[cH:17][cH:18][cH:19][c:20]([Cl:21])[cH:22]1>>[CH2:2]([c:3]1[c:4]([C:9]([C:10]#[N:11])=[N:12][O:13][CH3:14])[cH:5][cH:6][cH:7][cH:8]1)[O:15][c:16]1[cH:17][cH:18][cH:19][c:20]([Cl:21])[cH:22]1. Starting materials: CC#CCO, CN(C)C=O, CC(=O)O, O=C(O)c1ccc(Cl)nc1, [H-], [Na+], O. Yields the product CC#CCOc1ccc(C(=O)O)cn1. Reaction SMILES: [CH2:16]([C:17]#[C:18][CH3:19])[OH:20].[CH3:1][N:2]([CH3:3])[CH:4]=[O:5].[CH3:23][C:24](=[O:25])[OH:26].[Cl:6][c:7]1[n:8][cH:9][c:10]([C:11](=[O:12])[OH:13])[cH:14][cH:15]1.[H-:21].[Na+:22].[OH2:27]>>[c:7]1([O:20][CH2:16][C:17]#[C:18][CH3:19])[n:8][cH:9][c:10]([C:11](=[O:12])[OH:13])[cH:14][cH:15]1.